From a dataset of the Open Reaction Database (ORD), a public repository of structured organic reaction records. describe an organic reaction: reactants, conditions, products, and yield The reactants are CC(C)(O)c1ccccc1, Cl. Yields the product CC(C)(Cl)c1ccccc1. RXN SMILES: [C:1]([CH3:2])([CH3:3])([c:4]1[cH:5][cH:6][cH:7][cH:8][cH:9]1)[OH:10].[ClH:11]>>[C:1]([CH3:2])([CH3:3])([c:4]1[cH:5][cH:6][cH:7][cH:8][cH:9]1)[Cl:11].